Dataset: the Open Reaction Database (ORD), a public repository of structured organic reaction records. Task: describe an organic reaction: reactants, conditions, products, and yield Starting materials: NC1=NN(N=C1C#N)C (4-amino-2-methyl-1,2,3-triazole-5-carbonitrile), [H-].[Na+] (sodium hydride), ClC1=C(C=C(C(=C1)Cl)Cl)[N+](=O)[O-] (2,4,5-trichloronitro-benzene). Run in O1CCCC1 (tetrahydrofuran). Reaction conditions: time 15 minute. Yields the product CN1N=C(C(=N1)NC1=C(C=C(C(=C1)Cl)Cl)[N+](=O)[O-])C#N (2-Methyl-4[4,5-dichloro-2-nitroanilino]-1,2,3-triazole-5-carbonitrile). RXN SMILES: [NH2:1][C:2]1[C:6]([C:7]#[N:8])=[N:5][N:4]([CH3:9])[N:3]=1.[H-].[Na+].Cl[C:13]1[CH:18]=[C:17]([Cl:19])[C:16]([Cl:20])=[CH:15][C:14]=1[N+:21]([O-:23])=[O:22]>O1CCCC1>[CH3:9][N:4]1[N:3]=[C:2]([NH:1][C:13]2[CH:18]=[C:17]([Cl:19])[C:16]([Cl:20])=[CH:15][C:14]=2[N+:21]([O-:23])=[O:22])[C:6]([C:7]#[N:8])=[N:5]1 |f:1.2|. Reported procedure: To a solution of 4-amino-2-methyl-1,2,3-triazole-5-carbonitrile (1.7 g) in tetrahydrofuran (40 ml) under nitrogen was added sodium hydride (1.0 g, 50% oil dispersion) at room temperature. After 15 minutes, 2,4,5-trichloronitro-benzene (3.13 g) was added to the mixture, which was stirred for six hours under nitrogen. The deep-red solution was then quenched in ice/water/HCl and filtered to leave a yellow-orange solid. The solid was chromatographed on a magnesium silicate column using dichlorometha... Reactants: Br, O=C([O-])[O-], [Ca+2], S=C(Cl)Cl, ClC(Cl)(Cl)Cl, ClCCl, NC(Cc1ccc([N+](=O)[O-])cc1)c1csc(-c2ccccc2)n1, O, O. The product is O=[N+]([O-])c1ccc(CC(N=C=S)c2csc(-c3ccccc3)n2)cc1. RXN SMILES: [BrH:1].[C:25](=[O:26])([O-:27])[O-:28].[Ca+2:29].[Cl:30][C:31]([Cl:32])=[S:33].[Cl:34][C:35]([Cl:36])([Cl:37])[Cl:38].[Cl:40][CH2:41][Cl:42].[N+:2](=[O:3])([O-:4])[c:5]1[cH:6][cH:7][c:8]([CH2:11][CH:12]([NH2:13])[c:14]2[n:15][c:16](-[c:19]3[cH:20][cH:21][cH:22][cH:23][cH:24]3)[s:17][cH:18]2)[cH:9][cH:10]1.[OH2:39].[OH2:43]>>[N+:2](=[O:3])([O-:4])[c:5]1[cH:6][cH:7][c:8]([CH2:11][CH:12]([N:13]=[C:31]=[S:33])[c:14]2[n:15][c:16](-[c:19]3[cH:20][cH:21][cH:22][cH:23][cH:24]3)[s:17][cH:18]2)[cH:9][cH:10]1. Starting materials: [OH-].[Li+] (Lithium hydroxide), Cl (hydrochloric acid), [OH-].[Na+] (Sodium hydroxide), COC(C(CC)CC1=CC=C(C=C1)OCCC1=CC=C(C=C1)SC1=CC=CC=C1)=O (2-{4-[2-(4-phenylsulfanylphenyl)ethoxy]benzyl}butanoic acid methyl ester). Run in O1CCOCC1 (dioxan), O (water). Run at time 12 hour. Yields the product C1(=CC=CC=C1)SC1=CC=C(C=C1)CCOC1=CC=C(CC(C(=O)O)CC)C=C1 (2-{4-[2-(4-Phenylsulfanylphenyl)ethoxy]benzyl}butanoic Acid). The yield is 93.1%. As a reaction SMILES: [OH-].[Na+].C[O:4][C:5](=[O:32])[CH:6]([CH2:9][C:10]1[CH:15]=[CH:14][C:13]([O:16][CH2:17][CH2:18][C:19]2[CH:24]=[CH:23][C:22]([S:25][C:26]3[CH:31]=[CH:30][CH:29]=[CH:28][CH:27]=3)=[CH:21][CH:20]=2)=[CH:12][CH:11]=1)[CH2:7][CH3:8].[OH-].[Li+].Cl>O1CCOCC1.O>[C:26]1([S:25][C:22]2[CH:23]=[CH:24][C:19]([CH2:18][CH2:17][O:16][C:13]3[CH:12]=[CH:11][C:10]([CH2:9][CH:6]([CH2:7][CH3:8])[C:5]([OH:32])=[O:4])=[CH:15][CH:14]=3)=[CH:20][CH:21]=2)[CH:31]=[CH:30][CH:29]=[CH:28][CH:27]=1 |f:0.1,3.4|. Procedure details: Sodium hydroxide (3 ml, 1M) was slowly added to a solution of 2-{4-[2-(4-phenylsulfanylphenyl)ethoxy]benzyl}butanoic acid methyl ester (described in Example 79) (0.59 g, 1.4 mmole) in dioxan (12 ml). The reaction mixture was stirred at room temperature for 12 hours, then at 50° C. for 4 hours. Lithium hydroxide (50 mg) was added and the mixture was stirred at 70° C. for 24 hours. The reaction mixture was acidified with hydrochloric acid (6 M), water (20 ml) was added and the product was extracte... Starting materials: FC1=CC=C(C=C1)C=1N=C2N(C=CC(=C2)C2CCNCC2)C1C1=NC(=NC=C1)C (2-(4-fluorophenyl)-3-(2-methylpyrimidin-4-yl)-7-piperidin-4-ylimidazo[1,2-a]-pyridine), C(C)(=O)O (acetic acid), [BH3-]C#N.[Na+] (NaBH3CN), solution. The solvent is CO (methanol), O (water), C1CCOC1 (THF). Reaction conditions: time 45 minute. Yields the product FC1=CC=C(C=C1)C=1N=C2N(C=CC(=C2)C2CCN(CC2)C)C1C1=NC(=NC=C1)C (2-(4-Fluorophenyl)-7-(1-methylpiperidin-4-yl)-3-(2-methylpyrimidin-4-yl)imidazo[1,2-a]-pyridine). As a reaction SMILES: [F:1][C:2]1[CH:7]=[CH:6][C:5]([C:8]2[N:9]=[C:10]3[CH:15]=[C:14]([CH:16]4[CH2:21][CH2:20][NH:19][CH2:18][CH2:17]4)[CH:13]=[CH:12][N:11]3[C:22]=2[C:23]2[CH:28]=[CH:27][N:26]=[C:25]([CH3:29])[N:24]=2)=[CH:4][CH:3]=1.[C:30](O)(=O)C.[BH3-]C#N.[Na+]>CO.O.C1COCC1>[F:1][C:2]1[CH:3]=[CH:4][C:5]([C:8]2[N:9]=[C:10]3[CH:15]=[C:14]([CH:16]4[CH2:21][CH2:20][N:19]([CH3:30])[CH2:18][CH2:17]4)[CH:13]=[CH:12][N:11]3[C:22]=2[C:23]2[CH:28]=[CH:27][N:26]=[C:25]([CH3:29])[N:24]=2)=[CH:6][CH:7]=1 |f:2.3|. Procedure: A 2.0 L round bottom flask was charged with 4-fluorophenacyl chloride (100 g, 579 mmol), then methanol (1.0 L), then O-methylhydroxylamine HCl (96.8 g, 1.56 mol), and the mixture was heated to 65° C. for 2 hours. The reaction was then concentrated under reduced pressure, then charged with acetone (750 mL), and lithium bromide (252 g, 2.90 mol), and the mixture was heated to 60° C. for 16 hours. The reaction was then concentrated under reduced pressure, suspended in 1.0 L methylene chloride, and ... Starting materials: CCOC(=O)COc1ccc(S)cc1C, CCCCP(CCCC)CCCC, Cc1ccccc1, OCc1cccc2sc(-c3ccc(C(F)(F)F)cc3)nc12, O=C(N=NC(=O)N1CCCCC1)N1CCCCC1. The product is CCOC(=O)COc1ccc(SCc2cccc3sc(-c4ccc(C(F)(F)F)cc4)nc23)cc1C. RXN SMILES: [CH2:1]([CH3:2])[O:3][C:4]([CH2:5][O:6][c:7]1[c:8]([CH3:14])[cH:9][c:10]([SH:13])[cH:11][cH:12]1)=[O:15].[CH2:37]([P:38]([CH2:39][CH2:40][CH2:41][CH3:42])[CH2:43][CH2:44][CH2:45][CH3:46])[CH2:47][CH2:48][CH3:49].[CH3:68][c:69]1[cH:70][cH:71][cH:72][cH:73][cH:74]1.[F:16][C:17]([c:18]1[cH:19][cH:20][c:21](-[c:24]2[s:25][c:26]3[c:27]([n:28]2)[c:29]([CH2:33][OH:34])[cH:30][cH:31][cH:32]3)[cH:22][cH:23]1)([F:35])[F:36].[N:50]([C:51]([N:52]1[CH2:53][CH2:54][CH2:55][CH2:56][CH2:57]1)=[O:58])=[N:59][C:60]([N:61]1[CH2:62][CH2:63][CH2:64][CH2:65][CH2:66]1)=[O:67]>>[CH2:1]([CH3:2])[O:3][C:4]([CH2:5][O:6][c:7]1[c:8]([CH3:14])[cH:9][c:10]([S:13][CH2:33][c:29]2[c:27]3[c:26]([s:25][c:24](-[c:21]4[cH:20][cH:19][c:18]([C:17]([F:16])([F:35])[F:36])[cH:23][cH:22]4)[n:28]3)[cH:32][cH:31][cH:30]2)[cH:11][cH:12]1)=[O:15]. The reactants are Fc1ccc(Br)cc1, CCOCC, C1CCOC1, CCOCC, [Cl-], O=C(O)C(F)(F)C(F)(F)F, [NH4+]. Product: O=C(c1ccc(F)cc1)C(F)(F)C(F)(F)F. RXN SMILES: [Br:1][c:2]1[cH:3][cH:4][c:5]([F:8])[cH:6][cH:7]1.[CH2:24]([O:25][CH2:26][CH3:27])[CH3:28].[CH2:31]1[O:32][CH2:33][CH2:34][CH2:35]1.[CH2:9]([O:10][CH2:11][CH3:12])[CH3:13].[Cl-:29].[F:14][C:15]([C:16](=[O:17])[OH:18])([C:19]([F:20])([F:21])[F:22])[F:23].[NH4+:30]>>[c:2]1([C:16]([C:15]([F:14])([C:19]([F:20])([F:21])[F:22])[F:23])=[O:17])[cH:3][cH:4][c:5]([F:8])[cH:6][cH:7]1.